From a dataset of the Open Reaction Database (ORD), a public repository of structured organic reaction records. describe an organic reaction: reactants, conditions, products, and yield Starting materials: Cl.ClCC1=C(N=C2N1C=CC=C2)C2=CC=C(C=C2)Cl (3-(chloromethyl)-2-(4-chlorophenyl)imidazo[1,2-a]pyridine hydrochloride), [C-]#N.[Na+] (NaCN), [Na+].[I-] (NaI). Run in C(C)#N (ACN). Run at time 1 hour. Product: ClC1=CC=C(C=C1)C=1N=C2N(C=CC=C2)C1CC#N (2-(2-(4-chlorophenyl)imidazo[1,2-a]pyridin-3-yl)acetonitrile). Isolated yield 82.0%. Reaction SMILES: Cl.Cl[CH2:3][C:4]1[N:8]2[CH:9]=[CH:10][CH:11]=[CH:12][C:7]2=[N:6][C:5]=1[C:13]1[CH:18]=[CH:17][C:16]([Cl:19])=[CH:15][CH:14]=1.[C-:20]#[N:21].[Na+].[Na+].[I-]>C(#N)C>[Cl:19][C:16]1[CH:17]=[CH:18][C:13]([C:5]2[N:6]=[C:7]3[CH:12]=[CH:11][CH:10]=[CH:9][N:8]3[C:4]=2[CH2:3][C:20]#[N:21])=[CH:14][CH:15]=1 |f:0.1,2.3,4.5|. Procedure details: 30.0 g of molecular sieves were activated under vacuum, at 100° C., for 1 h. 5.00 g of 3-(chloromethyl)-2-(4-chlorophenyl)imidazo[1,2-a]pyridine hydrochloride (15.94 mmol, 1 eq), 9.38 g of NaCN (191.3 mmol, 12 eq), 428 mg of Bu4NCN (1.59 mmol, 0.1 eq), 9.56 g of NaI (63.77 mmol, 4 eq) and 150 mL of ACN were added. The mixture were stirred at RT, O/N. Sieves were filtered and washed with EtOAc. The filtrate was washed twice with NaHCO3, dried on MgSO4, filtered and concentrated to give 4.95 g of ...